Task: describe an organic reaction: reactants, conditions, products, and yield. Dataset: the Open Reaction Database (ORD), a public repository of structured organic reaction records The reactants are FC1=NC=2C=3C(=CNC2C=C1)C(N(N3)C3=CC=CC=C3)=O (8-Fluoro-2-phenyl-2,5-dihydro-pyrazolo[4,3-c][1,5]naphthyridin-3-one), C(C)OC(=O)C=1C=NC2=CC=C(N=C2C1Cl)F (Ethyl-4-chloro-6-fluoro-[1,5]naphthyridine-3-carboxylate). Product: ClC1=NC=CC=2C=3C(=CNC12)C(N(N3)C3=CC=CC=C3)=O (6-Chloro-2-phenyl-2,5-dihydro-pyrazolo[4,3-c][1,7]naphthyridin-3-one). Reaction SMILES: F[C:2]1[CH:11]=[CH:10][C:9]2[NH:8][CH:7]=[C:6]3[C:12](=[O:21])[N:13]([C:15]4[CH:20]=[CH:19][CH:18]=[CH:17][CH:16]=4)[N:14]=[C:5]3[C:4]=2[N:3]=1.C(OC(C1C=NC2C(C=1[Cl:37])=NC(F)=CC=2)=O)C>>[Cl:37][C:4]1[C:9]2[NH:8][CH:7]=[C:6]3[C:12](=[O:21])[N:13]([C:15]4[CH:16]=[CH:17][CH:18]=[CH:19][CH:20]=4)[N:14]=[C:5]3[C:10]=2[CH:11]=[CH:2][N:3]=1. Reported procedure: The title compound was prepared following the procedure described in Step 3 for synthesis for 5a using 15 instead of 4a. 1H-NMR (DMSO-d6) δ (ppm): 7.16 (1H, m), 7.44 (2H, dd, J=8.6, 7.6 Hz), 8.09 (1H, d, J=5.3 Hz), 8.14 (2H, dd, J=8.5, 1.1 Hz), 8.37 (1H, d, J=5.2 Hz), 8.51 (1H, s). m/z 297.7 (MH+). Starting materials: C(C(=O)O)(=O)O (oxalic acid), O1[C@@H](C1)COC1=C2C=CNC2=CC=C1 ((S)-(+)-4-(oxiranylmethoxy)-1H-indole), FC(C1=CC=C(C=C1)N1CCNCC1)(F)F (1-(4-trifluoromethylphenyl)piperazine), CO (methanol). Solvent: C(C)(=O)OCC (ethyl acetate), C(C)(=O)OCC (ethyl acetate). Product: C(C(=O)O)(=O)O.N1C=CC2=C(C=CC=C12)OC[C@H](CN1CCN(CC1)C1=CC=C(C=C1)C(F)(F)F)O ((2S)-(-)-1-(4-indolyloxy)-3-(4-(4-trifluoromethylphenyl)piperazin-1-yl)-2-propanol ethanedioate). As a reaction SMILES: [O:1]1[CH2:3][C@H:2]1[CH2:4][O:5][C:6]1[CH:14]=[CH:13][CH:12]=[C:11]2[C:7]=1[CH:8]=[CH:9][NH:10]2.[F:15][C:16]([F:30])([F:29])[C:17]1[CH:22]=[CH:21][C:20]([N:23]2[CH2:28][CH2:27][NH:26][CH2:25][CH2:24]2)=[CH:19][CH:18]=1.[C:31]([OH:36])(=[O:35])[C:32]([OH:34])=[O:33].CO>C(OCC)(=O)C>[C:31]([OH:36])(=[O:35])[C:32]([OH:34])=[O:33].[NH:10]1[C:11]2[C:7](=[C:6]([O:5][CH2:4][C@@H:2]([OH:1])[CH2:3][N:26]3[CH2:25][CH2:24][N:23]([C:20]4[CH:19]=[CH:18][C:17]([C:16]([F:29])([F:30])[F:15])=[CH:22][CH:21]=4)[CH2:28][CH2:27]3)[CH:14]=[CH:13][CH:12]=2)[CH:8]=[CH:9]1 |f:5.6|. Reported procedure: The title compound was prepared in similar fashion from (S)-(+)-4-(oxiranylmethoxy)-1H-indole and 1-(4-trifluoromethylphenyl)piperazine. The resulting free base was dissolved in ethyl acetate, and precipitated with one equivalent of oxalic acid in ethyl acetate in 89% overall yield. FDMS m/e=419 (M+ of free base). α[D]589 =-7.78 (c=0.72, methanol). Yields the product C(C)(C)(C)OC(=O)N[C@H]1[C@@H](CN(CC1)C(=O)OCC1=CC=CC=C1)OC (benzyl (3R,4R)-4-tert-butoxycarbonylamino-3-methoxy-piperidine-1-carboxylate). Solvent: C1CCOC1 (THF). Reported procedure: benzyl (3S,4S)-4-tert-butoxycarbonylamino-3-hydroxy-piperidine-1-carboxylate (5.00 g) is dissolved in THF (6 mL) and combined with 30 mL aqueous, semiconcentrated NaOH solution, benzyltriethylammonium chloride as well as dimethylsulphate (2.26 mL). After 22 h H2O (200 mL) is added and the mixture is extracted with EtOAc (150 mL). The organic phase is dried on magnesium sulphate, filtered off from the desiccant and the solvent is eliminated in vacuo. Purification is carried out using a silica gel... As a reaction SMILES: [C:1]([O:5][C:6]([NH:8][C@H:9]1[CH2:14][CH2:13][N:12]([C:15]([O:17][CH2:18][C:19]2[CH:24]=[CH:23][CH:22]=[CH:21][CH:20]=2)=[O:16])[CH2:11][C@@H:10]1[OH:25])=[O:7])([CH3:4])([CH3:3])[CH3:2].[OH-].[Na+].[CH3:28]OS(OC)(=O)=O.O>C1COCC1.[Cl-].C([N+](CC)(CC)CC)C1C=CC=CC=1>[C:1]([O:5][C:6]([NH:8][C@@H:9]1[CH2:14][CH2:13][N:12]([C:15]([O:17][CH2:18][C:19]2[CH:24]=[CH:23][CH:22]=[CH:21][CH:20]=2)=[O:16])[CH2:11][C@H:10]1[O:25][CH3:28])=[O:7])([CH3:4])([CH3:2])[CH3:3] |f:1.2,6.7|. Reagents/catalysts: [Cl-].C(C1=CC=CC=C1)[N+](CC)(CC)CC (benzyltriethylammonium chloride). The reactants are [OH-].[Na+] (NaOH), O (H2O), C(C)(C)(C)OC(=O)N[C@@H]1[C@H](CN(CC1)C(=O)OCC1=CC=CC=C1)O (benzyl (3S,4S)-4-tert-butoxycarbonylamino-3-hydroxy-piperidine-1-carboxylate), COS(=O)(=O)OC (dimethylsulphate). Starting materials: C(C)(=O)[O-].C(C)[P+](C1=CC=CC=C1)(C1=CC=CC=C1)C1=CC=CC=C1 (ethyltriphenylphosphonium acetate). Solvent: C(C)(=O)O (acetic acid). The product is C(C)(=O)[O-].C(C)(=O)[O-].C(C)[P+](C1=CC=CC=C1)(C1=CC=CC=C1)C1=CC=CC=C1.C(C)[P+](C1=CC=CC=C1)(C1=CC=CC=C1)C1=CC=CC=C1 (ethyltriphenylphosphonium diacetate). As a reaction SMILES: [C:1]([O-:4])(=[O:3])[CH3:2].[CH2:5]([P+:7]([C:20]1[CH:25]=[CH:24][CH:23]=[CH:22][CH:21]=1)([C:14]1[CH:19]=[CH:18][CH:17]=[CH:16][CH:15]=1)[C:8]1[CH:13]=[CH:12][CH:11]=[CH:10][CH:9]=1)[CH3:6]>C(O)(=O)C>[C:1]([O-:4])(=[O:3])[CH3:2].[C:1]([O-:4])(=[O:3])[CH3:2].[CH2:5]([P+:7]([C:14]1[CH:19]=[CH:18][CH:17]=[CH:16][CH:15]=1)([C:8]1[CH:9]=[CH:10][CH:11]=[CH:12][CH:13]=1)[C:20]1[CH:25]=[CH:24][CH:23]=[CH:22][CH:21]=1)[CH3:6].[CH2:5]([P+:7]([C:1]1[CH:2]=[CH:10][CH:9]=[CH:8][CH:13]=1)([C:14]1[CH:19]=[CH:18][CH:17]=[CH:16][CH:15]=1)[C:8]1[CH:13]=[CH:12][CH:11]=[CH:10][CH:9]=1)[CH3:6] |f:0.1,3.4.5.6|. Procedure details: (ethyltriphenylphosphonium acetate.acetic acid Reactants: CCCCCC (hexane), CCCCCC (Hexane), ClC=1C2=C(N=C(N1)C)OC(=C2)C (4-Chloro-2,6-dimethylfuro[2,3-d]pyrimidine), O=P(Cl)(Cl)Cl (POCl3), C(Cl)(Cl)Cl (CHCl3). Solvent: C(C)(=O)OC(C)=O (acetyl acetate). Product: CC=1NC(C2=C(N1)OC(=C2)C)=O (2,6-Dimethylfuro[2,3-d]pyrimidin-4(3H)-one). Reaction SMILES: Cl[C:2]1[C:3]2[CH:11]=[C:10]([CH3:12])[O:9][C:4]=2[N:5]=[C:6]([CH3:8])[N:7]=1.[O:13]=P(Cl)(Cl)Cl.C(Cl)(Cl)Cl.CCCCCC>C(OC(=O)C)(=O)C>[CH3:8][C:6]1[NH:7][C:2](=[O:13])[C:3]2[CH:11]=[C:10]([CH3:12])[O:9][C:4]=2[N:5]=1. Procedure: 4-Chloro-2,6-dimethylfuro[2,3-d]pyrimidine (M).To a 50 mL flask was added 1.64 g (1 mmol) L and 10 mL POCl3. The resulting mixture was refluxed for 2 h, and the solvent was removed under reduced pressure to afford a dark residue. To this was added 30 mL of CHCl3 and 3 g of silica gel. The solvent was evaporated to afford a plug. Column chromatography of the plug with hexane:acetyl acetate=20:1 as eluent afford 1.55 g (85%) M as a yellow solid; Rf 0.26 (Hexane/EtOAC 15:1); 1H NMR (DMSO-d6) δ 2.48... Reactants: [O-][N+]1=NC(=NC2=C1C=C1CCCCC1=C2)NCCN(C)C (N1-(1-Oxido-6,7,8,9-tetrahydronaphtho[2,3-e][1,2,4]triazin-3-yl)-N2,N2-dimethyl-1,2-ethanediamine), 1,4-dioxide, CO (MeOH). Yields the product [O-][N+]1=NC(=[N+](C2=C1C=C1CCCCC1=C2)[O-])NCCN(C)C (N1-(1,4-Dioxido-6,7,8,9-tetrahydronaphtho[2,3-e][1,2,4]triazin-3-yl)-N2,N2-dimethyl-1,2-ethanediamine). Reaction SMILES: [O-:1][N+:2]1[C:7]2[CH:8]=[C:9]3[C:14](=[CH:15][C:6]=2[N:5]=[C:4]([NH:16][CH2:17][CH2:18][N:19]([CH3:21])[CH3:20])[N:3]=1)[CH2:13][CH2:12][CH2:11][CH2:10]3.C[OH:23]>>[O-:1][N+:2]1[C:7]2[CH:8]=[C:9]3[C:14](=[CH:15][C:6]=2[N+:5]([O-:23])=[C:4]([NH:16][CH2:17][CH2:18][N:19]([CH3:21])[CH3:20])[N:3]=1)[CH2:13][CH2:12][CH2:11][CH2:10]3. Reported procedure: H2O2 (70%, 0.27 mL, ca. 5.3 mmol) was added dropwise to a stirred solution of TFAA (0.8 mL, 5.3 mmol) in DCM (10 mL) at 0° C. The solution was stirred at 0° C. for 5 min, warmed to 20° C. for 10 min, then cooled to 0° C. and added to a stirred solution of 1-oxide 177 (153 mg, 0.5 mmol) and TFA (0.20 mL, 2.7 mmol) in DCM (10 mL) at 0° C. The solution was stirred at 20° C. for 16 h, diluted with dilute aqueous NH3 solution (10 mL) and extracted with CHCl3 (4×50 mL). The combined organic fraction w...